From a dataset of the Open Reaction Database (ORD), a public repository of structured organic reaction records. describe an organic reaction: reactants, conditions, products, and yield Reactants: CCOC(=O)CN1CCC(N2C(=O)Nc3ccccc3C2c2ccccc2)CC1, CO, N. Yields the product NC(=O)CN1CCC(N2C(=O)Nc3ccccc3C2c2ccccc2)CC1. RXN SMILES: [CH2:1]([O:3][C:4](=[O:2])[CH2:6][N:7]1[CH2:8][CH2:9][CH:10]([N:13]2[C:14](=[O:29])[NH:15][c:16]3[cH:17][cH:18][cH:19][cH:20][c:21]3[CH:22]2[c:23]2[cH:24][cH:25][cH:26][cH:27][cH:28]2)[CH2:11][CH2:12]1)[CH3:5].[CH3:30][OH:31].[NH3:32]>>[O:3]=[C:4]([CH2:6][N:7]1[CH2:8][CH2:9][CH:10]([N:13]2[C:14](=[O:29])[NH:15][c:16]3[cH:17][cH:18][cH:19][cH:20][c:21]3[CH:22]2[c:23]2[cH:24][cH:25][cH:26][cH:27][cH:28]2)[CH2:11][CH2:12]1)[NH2:32]. Starting materials: C(=O)(C(F)(F)F)O (TFA), S(=O)(=O)(ON1[C@@H]2CC[C@H](N(C1=O)C2)C2=NOC(=C2)CNC(=O)OC(C)(C)C)[O-].[Na+] (sodium (2S,5R)-2-(5-(tert-butoxycarbonylaminomethyl)isoxazol-3-yl)-7-oxo-1,6-diaza-bicyclo[3.2.1]octan-6-yl sulfate). Solvent: C(Cl)Cl (DCM), C(C)OCC (diethyl ether). Reaction conditions: temperature 0 celsius. The product is S(=O)(=O)(ON1[C@@H]2CC[C@H](N(C1=O)C2)C2=NOC(=C2)CN)O ((2S,5R)-2-(5-(aminomethyl)isoxazol-3-yl)-7-oxo-1,6-diazabicyclo[3.2.1]octan-6-yl hydrogen sulfate), C(=O)(C(F)(F)F)O (TFA). RXN SMILES: [C:1]([OH:7])([C:3]([F:6])([F:5])[F:4])=[O:2].[S:8]([O-:35])([O:11][N:12]1[C:18](=[O:19])[N:17]2[CH2:20][C@H:13]1[CH2:14][CH2:15][C@H:16]2[C:21]1[CH:25]=[C:24]([CH2:26][NH:27]C(OC(C)(C)C)=O)[O:23][N:22]=1)(=[O:10])=[O:9].[Na+]>C(Cl)Cl.C(OCC)C>[S:8]([OH:35])([O:11][N:12]1[C:18](=[O:19])[N:17]2[CH2:20][C@H:13]1[CH2:14][CH2:15][C@H:16]2[C:21]1[CH:25]=[C:24]([CH2:26][NH2:27])[O:23][N:22]=1)(=[O:10])=[O:9].[C:1]([OH:7])([C:3]([F:6])([F:5])[F:4])=[O:2] |f:1.2|. Reported procedure: TFA (0.40 mL) was added to a 0° C. solution of sodium (2S,5R)-2-(5-(tert-butoxycarbonylaminomethyl)isoxazol-3-yl)-7-oxo-1,6-diaza-bicyclo[3.2.1]octan-6-yl sulfate (54 mg, 0.12 mmol) in dry DCM (1.2 mL). The reaction mixture was stirred at 0° C. for 30 minutes to 1 h and then diluted with diethyl ether. The precipitate was collected via centrifugation, washed with ether (3×) and further dried under high vacuum to provide (2S,5R)-2-(5-(aminomethyl)isoxazol-3-yl)-7-oxo-1,6-diazabicyclo[3.2.1]octan-... Starting materials: CCO, CCOC(=O)c1cc(-c2cccc(F)c2)on1, NN. Product: NNC(=O)c1cc(-c2cccc(F)c2)on1. As a reaction SMILES: [CH3:20][CH2:21][OH:22].[F:1][c:2]1[cH:3][c:4](-[c:8]2[cH:9][c:10]([C:13]([O:15][CH2:14][CH3:16])=[O:17])[n:11][o:12]2)[cH:5][cH:6][cH:7]1.[NH2:18][NH2:19]>>[F:1][c:2]1[cH:3][c:4](-[c:8]2[cH:9][c:10]([C:13](=[O:15])[NH:18][NH2:19])[n:11][o:12]2)[cH:5][cH:6][cH:7]1. Starting materials: BrC1=CC(=C(CBr)C=C1)F (4-bromo-2-fluorobenzyl bromide), Cl (hydrochloric acid), ClC=1C=CC=C2C(C(NC12)=O)=O (7-chloroindoline-2,3-dione), C([O-])([O-])=O.[K+].[K+] (potassium carbonate). Solvent: O (water), petrol ether, ClC1=CC=CC=C1 (chlorobenzene), CN(C=O)C (N,N-dimethylformamide). The product is BrC1=CC(=C(CN2C(C(C3=CC=CC(=C23)Cl)=O)=O)C=C1)F (1-(4-bromo-2-fluorobenzyl)-7-chloro-indoline-2,3-dione). Yield: 50.9%. RXN SMILES: [Cl:1][C:2]1[CH:3]=[CH:4][CH:5]=[C:6]2[C:10]=1[NH:9][C:8](=[O:11])[C:7]2=[O:12].C(=O)([O-])[O-].[K+].[K+].[Br:19][C:20]1[CH:27]=[CH:26][C:23]([CH2:24]Br)=[C:22]([F:28])[CH:21]=1.Cl>CN(C)C=O.ClC1C=CC=CC=1.O>[Br:19][C:20]1[CH:27]=[CH:26][C:23]([CH2:24][N:9]2[C:10]3[C:6](=[CH:5][CH:4]=[CH:3][C:2]=3[Cl:1])[C:7](=[O:12])[C:8]2=[O:11])=[C:22]([F:28])[CH:21]=1 |f:1.2.3|. Procedure: A suspension of 7-chloroindoline-2,3-dione (15 g.) and potassium carbonate (15 g.) in N,N-dimethylformamide (100 ml.) was stirred and treated with a solution of 4-bromo-2-fluorobenzyl bromide (24.7 g.) in chlorobenzene (100 ml.). The mixture was stirred at 90° C. for five hours, cooled to ambient temperature, and diluted with a mixture of water (500 ml.) and petrol ether (b.p 60°-80° C.) (500 ml.) The aqueous phase was adjusted to pH3 with 10M hydrochloric acid. The mixture obtained was separate... Starting materials: OC1COCC1 (3-hydroxy-tetrahydrofurane), [H-].[Na+] (NaH), ClC1=NC=C(C(=N1)Cl)Cl (2,4,5-trichloropyrimidine). Solvent: CN(C)C=O (DMF), CN(C)C=O (DMF). Reaction conditions: time 15 minute. The product is ClC1=NC=C(C(=N1)OC1COCC1)Cl ((racemic) 2,5-dichloro-4-((tetrahydrofuran-3-yl)oxy)pyrimidine). Reaction SMILES: [OH:1][CH:2]1[CH2:6][CH2:5][O:4][CH2:3]1.[H-].[Na+].[Cl:9][C:10]1[N:15]=[C:14](Cl)[C:13]([Cl:17])=[CH:12][N:11]=1>CN(C=O)C>[Cl:9][C:10]1[N:15]=[C:14]([O:1][CH:2]2[CH2:6][CH2:5][O:4][CH2:3]2)[C:13]([Cl:17])=[CH:12][N:11]=1 |f:1.2|. Reported procedure: A solution of 3-hydroxy-tetrahydrofurane (115 mg, 1.31 mmol) in DMF (4 ml) at 0° C. was treated with NaH (60% dispersion in mineral oil, 45.8 mg, 1.145 mmol), the resulting suspension was allowed to warm to room temperature, stirred for 15 min and then added to a solution of 2,4,5-trichloropyrimidine (200 mg, 1.09 mmol) in DMF (4 ml) at 0° C. The reaction mixture was stirred at 0° C. for 0.5 h. The reaction mixture was quenched by addition of sat. aq. NH4Cl and extracted with EtOAc. The org. lay... Starting materials: C(C)(C)(C)C1=NNC(=C1)C(=O)NC(CC=1OC(=CC1)C1=CC(=C(C=C1)Cl)C(F)(F)F)C (3-tert-butyl-N-(1-(5-(4-chloro-3-(trifluoromethyl)phenyl)furan-2-yl)propan-2-yl)-1H-pyrazole-5-carboxamide), COC=1C=CC=C(C1C=2C=CC=CC2P(C3CCCCC3)C4CCCCC4)OC (S-Phos), CN(C)C=O (DMF). The reagents and catalysts are [C-]#N.[Zn+2].[C-]#N (Zinc cyanide), C=1C=CC(=CC1)/C=C/C(=O)/C=C/C2=CC=CC=C2.C=1C=CC(=CC1)/C=C/C(=O)/C=C/C2=CC=CC=C2.C=1C=CC(=CC1)/C=C/C(=O)/C=C/C2=CC=CC=C2.[Pd].[Pd] (Pd2(dba)3). Run at temperature 150 celsius. Yields the product C(C)(C)(C)C1=NNC(=C1)C(=O)NC(CC=1OC(=CC1)C1=CC(=C(C=C1)C#N)C(F)(F)F)C (3-tert-butyl-N-(1-(5-(4-cyano-3-(trifluoromethyl)phenyl)furan-2-yl)propan-2-yl)-1H-pyrazole-5-carboxamide). Reaction SMILES: [C:1]([C:5]1[CH:9]=[C:8]([C:10]([NH:12][CH:13]([CH3:31])[CH2:14][C:15]2[O:16][C:17]([C:20]3[CH:25]=[CH:24][C:23](Cl)=[C:22]([C:27]([F:30])([F:29])[F:28])[CH:21]=3)=[CH:18][CH:19]=2)=[O:11])[NH:7][N:6]=1)([CH3:4])([CH3:3])[CH3:2].COC1C=CC=C(OC)C=1C1C=CC=CC=1P(C1CCCCC1)C1CCCCC1.[CH3:61][N:62](C=O)C>[C-]#N.[Zn+2].[C-]#N.C1C=CC(/C=C/C(/C=C/C2C=CC=CC=2)=O)=CC=1.C1C=CC(/C=C/C(/C=C/C2C=CC=CC=2)=O)=CC=1.C1C=CC(/C=C/C(/C=C/C2C=CC=CC=2)=O)=CC=1.[Pd].[Pd]>[C:1]([C:5]1[CH:9]=[C:8]([C:10]([NH:12][CH:13]([CH3:31])[CH2:14][C:15]2[O:16][C:17]([C:20]3[CH:25]=[CH:24][C:23]([C:61]#[N:62])=[C:22]([C:27]([F:30])([F:29])[F:28])[CH:21]=3)=[CH:18][CH:19]=2)=[O:11])[NH:7][N:6]=1)([CH3:4])([CH3:3])[CH3:2] |f:3.4.5,6.7.8.9.10|. Procedure: 3-tert-butyl-N-(1-(5-(4-chloro-3-(trifluoromethyl)phenyl)furan-2-yl)propan-2-yl)-1H-pyrazole-5-carboxamide (0.615 g, 1.355 mmol) was weighed into a reaction vial (Biotage) and 11.6 ml of DMF was added. Zinc cyanide (0.350 g, 2.981 mmol), S-Phos (0.112 g, 0.271 mmol) and Pd2(dba)3 (0.100 g, 0.108 mmol) were added. The reaction vial was flushed with nitrogen, capped and heated for 30 min at 150° C. in microwave oven. The mixture was allowed to cool to RT and 30 ml of 1 M NaOH was added. The mixtur... Reactants: C(CCC)NC(NN)=S (4-butyl-3-thiosemicarbazide), Cl (hydrochloric acid), ClC1=CC=C(C(=O)C(CC(=O)OC)Cl)C=C1 (methyl 3-(4-chlorobenzoyl)-3-chloropropionate), C(CCC)O (1-butanol). Run in O (water). Reaction conditions: time 4 hour. The product is C(CCC)OC(CC=1C(=NNC1C1=CC=C(C=C1)Cl)NCCCC)=O (3-(Butylamino)-5-(4-chlorophenyl)-1H-pyrazole-4-acetic acid butyl ester). As a reaction SMILES: [CH2:1]([NH:5][C:6](=S)[NH:7][NH2:8])[CH2:2][CH2:3][CH3:4].Cl.[Cl:11][C:12]1[CH:26]=[CH:25][C:15]([C:16]([CH:18](Cl)[CH2:19][C:20]([O:22][CH3:23])=[O:21])=O)=[CH:14][CH:13]=1.[CH2:27](O)[CH2:28][CH2:29]C>O>[CH2:23]([O:22][C:20](=[O:21])[CH2:19][C:18]1[C:6]([NH:5][CH2:1][CH2:2][CH2:3][CH3:4])=[N:7][NH:8][C:16]=1[C:15]1[CH:25]=[CH:26][C:12]([Cl:11])=[CH:13][CH:14]=1)[CH2:27][CH2:28][CH3:29]. Procedure: A mixture of 5.9 g (0.04 mole) of 4-butyl-3-thiosemicarbazide, 3.3 ml (0.04 mole) of 37% hydrochloric acid and 10.5 g (0.04 mole) of methyl 3-(4-chlorobenzoyl)-3-chloropropionate in 150 ml of 1-butanol was stirred at ambient temperature for 4 hours and heated at reflux for 40 hours. The reaction mixture was diluted with 50 ml of water, filtered to remove the inorganic sulfur, then concentrated in vacuo (19 g). The residue was placed on a 400 g Florisil column and eluted with benzene then with an...